From a dataset of the Open Reaction Database (ORD), a public repository of structured organic reaction records. describe an organic reaction: reactants, conditions, products, and yield The reactants are C1CCNCC1, Cc1c(C(=O)N2CCN(C)CC2)c[nH]c1C=O, CCO, O=C1Cc2c(cccc2-c2ccc(F)cc2)N1. Product: Cc1c(C(=O)N2CCN(C)CC2)c[nH]c1C=C1C(=O)Nc2cccc(-c3ccc(F)cc3)c21. RXN SMILES: [CH2:35]1[CH2:36][CH2:37][NH:38][CH2:39][CH2:40]1.[CH3:18][c:19]1[c:20]([CH:33]=[O:34])[nH:21][cH:22][c:23]1[C:24](=[O:25])[N:26]1[CH2:27][CH2:28][N:29]([CH3:32])[CH2:30][CH2:31]1.[CH3:41][CH2:42][OH:43].[F:1][c:2]1[cH:3][cH:4][c:5](-[c:8]2[c:9]3[c:13]([cH:14][cH:15][cH:16]2)[NH:12][C:11](=[O:17])[CH2:10]3)[cH:6][cH:7]1>>[F:1][c:2]1[cH:3][cH:4][c:5](-[c:8]2[c:9]3[c:13]([cH:14][cH:15][cH:16]2)[NH:12][C:11](=[O:17])[C:10]3=[CH:33][c:20]2[c:19]([CH3:18])[c:23]([C:24](=[O:25])[N:26]3[CH2:27][CH2:28][N:29]([CH3:32])[CH2:30][CH2:31]3)[cH:22][nH:21]2)[cH:6][cH:7]1. Reactants: CN[C@@H]1C[C@H]2O[C@@](C)([C@@H]1OC)n1c3ccccc3c3c4c(c5c6ccccc6n2c5c31)C(=O)NC4 (staurosporine), CCCn1nccc1C=O. Reagents/catalysts: CC(C)[O-].CC(C)[O-].CC(C)[O-].CC(C)[O-].[Ti+4] (Ti(OiPr)4), CC(=O)O (acetic acid), CC(=O)O[BH-](OC(C)=O)OC(C)=O.[Na+] (Sodium triacetoxyborohydride). The solvent is CN1CCCC1=O (NMP), CN1CCCC1=O (NMP), CN1CCCC1=O (NMP), CN1CCCC1=O (NMP), CN1CCCC1=O (NMP), CN1CCCC1=O (NMP), CN1CCCC1=O (NMP). Run at temperature 22 celsius, time 18 hour. The product is CCCn1nccc1CN(C)[C@@H]2C[C@H]3O[C@@](C)([C@@H]2OC)n4c5ccccc5c6c7CNC(=O)c7c8c9ccccc9n3c8c46, CN[C@@H]1C[C@H]2O[C@@](C)([C@@H]1OC)n1c3ccccc3c3c4c(c5c6ccccc6n2c5c31)C(=O)NC4 (Staurosporine), CCCn1nccc1C=O.